This data is from the Open Reaction Database (ORD), a public repository of structured organic reaction records. The task is: describe an organic reaction: reactants, conditions, products, and yield Starting materials: Cl (hydrochloric acid), FC1=CC=C(C=CC(=O)O)C=C1 (4-Fluorocinnamic acid), [BH4-].[Na+] (sodium tetrahydroborate), ClC(=O)OCC (ethyl chloroformate). The solvent is O1CCCC1 (tetrahydrofuran), C(C)N(CC)CC (triethylamine). Run at time 1 hour. Product: FC1=CC=C(C=C1)/C=C/CO ((2E)-3-(4-fluorophenyl)prop-2-en-1-ol). The yield is 102.2%. Reaction SMILES: [F:1][C:2]1[CH:12]=[CH:11][C:5]([CH:6]=[CH:7][C:8](O)=[O:9])=[CH:4][CH:3]=1.ClC(OCC)=O.[BH4-].[Na+].Cl>O1CCCC1.C(N(CC)CC)C>[F:1][C:2]1[CH:3]=[CH:4][C:5](/[CH:6]=[CH:7]/[CH2:8][OH:9])=[CH:11][CH:12]=1 |f:2.3|. Reported procedure: 4-Fluorocinnamic acid (10 g) was dissolved in tetrahydrofuran (120 mL), triethylamine (10.12 mL) and ethyl chloroformate (6.92 mL) were added dropwise under ice-cooling, and the mixture was stirred for 1 hr. An aqueous solution (60 mL) of sodium tetrahydroborate (6.87 g) was added dropwise to the reaction solution, and the mixture was stirred at room temperature overnight. Aqueous hydrochloric acid solution (1 mol/L, 200 mL) was added, and the mixture was extracted with ethyl acetate. The organi... Reactants: CO, Cc1ccnc(N)c1[N+](=O)[O-]. The product is Cc1ccnc(N)c1N. Reaction SMILES: [CH3:12][OH:13].[CH3:1][c:2]1[c:3]([N+:9]([O-:10])=[O:11])[c:4]([NH2:8])[n:5][cH:6][cH:7]1>>[CH3:1][c:2]1[c:3]([NH2:9])[c:4]([NH2:8])[n:5][cH:6][cH:7]1. Reactants: O (water), C(C1=CC=CC=C1)(=O)N1C[C@H](CC1)NC(OC(C)(C)C)=O ((S)-tert-Butyl (1-benzoylpyrrolidin-3-yl)carbamate), [H-].[Na+] (NaH), CI (MeI). The solvent is CCOC(=O)C (EtOAc), CN(C)C=O (DMF). Run at temperature 0 celsius, time 30 minute. Yields the product C(C1=CC=CC=C1)(=O)N1C[C@H](CC1)N(C(OC(C)(C)C)=O)C ((S)-tert-Butyl (1-benzoylpyrrolidin-3-yl)(methyl)carbamate). Isolated yield 76.3%. Reaction SMILES: [C:1]([N:9]1[CH2:13][CH2:12][C@H:11]([NH:14][C:15](=[O:21])[O:16][C:17]([CH3:20])([CH3:19])[CH3:18])[CH2:10]1)(=[O:8])[C:2]1[CH:7]=[CH:6][CH:5]=[CH:4][CH:3]=1.[H-].[Na+].[CH3:24]I.O>CN(C=O)C.CCOC(C)=O>[C:1]([N:9]1[CH2:13][CH2:12][C@H:11]([N:14]([CH3:24])[C:15](=[O:21])[O:16][C:17]([CH3:18])([CH3:20])[CH3:19])[CH2:10]1)(=[O:8])[C:2]1[CH:3]=[CH:4][CH:5]=[CH:6][CH:7]=1 |f:1.2|. Procedure: To a solution of compound 4b (0.15 g, 0.517 mmol) in DMF (2 mL) was added NaH (60% in mineral, 31 mg, 0.775 mmol) at 0° C. under nitrogen. The reaction was stirred at 0° C. for 30 min and then MeI (0.065 mL, 1.034 mmol) was added. The reaction was allowed to warm to room temperature with continuous stirring for 2 h. To the reaction mixture was added water and EtOAc. The aqueous layer was extracted with EtOAc twice. The organic phase was dried over Na2SO4, filtered, and concentrated under reduced... The reactants are Cl (HCl), O=C1OCCN2C1=C(C=C2)S(=O)(=O)N (3,4-dihydro-1-oxo-1H-pyrrolo[2,1-c][1,4]oxazine-8-sulfonamide), COC1=NC(=NC(=N1)C)NC(OC1=CC=CC=C1)=O (phenyl (4-methoxy-6-methyl-1,3,5-triazin-2-yl)carbamate), N12CCCCCC2=NCCC1 (1,8-diazabicyclo[5.4.0]undec-7-ene). Run in O (Water), C(C)#N (acetonitrile), C(C)OCC (ethyl ether). Conditions: time 40 minute. The product is COC1=NC(=NC(=N1)C)NC(=O)NS(=O)(=O)C=1C=CN2C1C(OCC2)=O (3,4-Dihydro-N-[[(4-methoxy-6-methyl-1,3,5-triazin-2-yl)amino]carbonyl]-1-oxo-1H-pyrrolo[2,1-c][1,4]-oxazine-8-sulfonamide). The yield is 56.5%. As a reaction SMILES: [O:1]=[C:2]1[C:7]2=[C:8]([S:11]([NH2:14])(=[O:13])=[O:12])[CH:9]=[CH:10][N:6]2[CH2:5][CH2:4][O:3]1.[CH3:15][O:16][C:17]1[N:22]=[C:21]([CH3:23])[N:20]=[C:19]([NH:24][C:25](=O)[O:26]C2C=CC=CC=2)[N:18]=1.N12CCCN=C1CCCCC2.Cl>C(#N)C.C(OCC)C.O>[CH3:15][O:16][C:17]1[N:22]=[C:21]([CH3:23])[N:20]=[C:19]([NH:24][C:25]([NH:14][S:11]([C:8]2[CH:9]=[CH:10][N:6]3[CH2:5][CH2:4][O:3][C:2](=[O:1])[C:7]=23)(=[O:13])=[O:12])=[O:26])[N:18]=1. Reported procedure: A solution of 40 mg (0.185 mmol) of 3,4-dihydro-1-oxo-1H-pyrrolo[2,1-c][1,4]oxazine-8-sulfonamide and 53 mg (0.204 mmol) of phenyl (4-methoxy-6-methyl-1,3,5-triazin-2-yl)carbamate in 0.8 mL acetonitrile was treated with 0.03 mL 1,8-diazabicyclo[5.4.0]undec-7-ene (DBU) and then stirred 40 minutes at ambient temperature. Water (5 mL) plus 0.5 mL 1N HCl was added with stirring followed by ca. 1 mL of ethyl ether. The product crystallized from the two phase mixture and was collected by filtration to... Starting materials: Cl.COC=1C=C(N)C=CC1C1=CN=NC(=C1)C (3-methoxy-4-(6-methylpyridazin-4-yl)aniline hydrochloride), C(=S)(N1C(C=CC=C1)=O)N1C(C=CC=C1)=O (1,1′-thiocarbonyldipyridin-2(1H)-one), ( 4 ). Solvent: ClCCl (Dichloromethane). Run at time 16 hour. Product: N(=C=S)C1=CC(=C(C=C1)C=1C=C(N=NC1)C)OC (5-(4-isothiocyanato-2-methoxyphenyl)-3-methylpyridazine). Yield: 70.7%. Reaction SMILES: Cl.[CH3:2][O:3][C:4]1[CH:5]=[C:6]([CH:8]=[CH:9][C:10]=1[C:11]1[CH:16]=[C:15]([CH3:17])[N:14]=[N:13][CH:12]=1)[NH2:7].[C:18](N1C=CC=CC1=O)(N1C=CC=CC1=O)=[S:19]>ClCCl>[N:7]([C:6]1[CH:8]=[CH:9][C:10]([C:11]2[CH:16]=[C:15]([CH3:17])[N:14]=[N:13][CH:12]=2)=[C:4]([O:3][CH3:2])[CH:5]=1)=[C:18]=[S:19] |f:0.1|. Reported procedure: Step L (4): Dichloromethane (20 mL) was added to a flask charged with 3-methoxy-4-(6-methylpyridazin-4-yl)aniline hydrochloride (900 mg, 3.58 mmol) and 1,1′-thiocarbonyldipyridin-2(1H)-one (913 mg, 3.93 mmol). The resulting mixture was stirred for 16 h at rt. The reaction mixture was concentrated in vacuo. The crude products were purified using silica gel chromatography (0-50% EtOAc/dichloromethane to afford 5-(4-isothiocyanato-2-methoxyphenyl)-3-methylpyridazine (650 mg, 2.53 mmol, 70.7% yield)... The reactants are C=C(CN1CCCCC1)c1ccc2c(c1)CCCC2NC(=O)CC1CCCCN1C(=O)OC(C)(C)C, ClCCl, O=C(O)C(F)(F)F. Product: C=C(CN1CCCCC1)c1ccc2c(c1)CCCC2NC(=O)CC1CCCCN1. Reaction SMILES: [C:1]([O:2][C:3](=[O:4])[N:8]1[CH:9]([CH2:14][C:15]([NH:16][CH:17]2[CH2:18][CH2:19][CH2:20][c:21]3[cH:22][c:23]([C:27](=[CH2:28])[CH2:29][N:30]4[CH2:31][CH2:32][CH2:33][CH2:34][CH2:35]4)[cH:24][cH:25][c:26]32)=[O:36])[CH2:10][CH2:11][CH2:12][CH2:13]1)([CH3:5])([CH3:6])[CH3:7].[Cl:44][CH2:45][Cl:46].[F:37][C:38]([F:39])([F:40])[C:41]([OH:42])=[O:43]>>[NH:8]1[CH:9]([CH2:14][C:15]([NH:16][CH:17]2[CH2:18][CH2:19][CH2:20][c:21]3[cH:22][c:23]([C:27](=[CH2:28])[CH2:29][N:30]4[CH2:31][CH2:32][CH2:33][CH2:34][CH2:35]4)[cH:24][cH:25][c:26]32)=[O:36])[CH2:10][CH2:11][CH2:12][CH2:13]1. The reactants are C(C1=CC=CC=C1)OC1=C(NC)C(=CC(=C1)Br)[N+](=O)[O-] (2-(benzyloxy)-4-bromo-N-methyl-6-nitroaniline), C(C)O (ethanol). The reagents and catalysts are [Fe] (iron), [Fe] (iron). Solvent: C(=O)O (formic acid). Reaction conditions: temperature 90 celsius. Product: C(C1=CC=CC=C1)OC1=CC(=CC2=C1N(C=N2)C)Br (7-(benzyloxy)-5-bromo-1-methyl-1H-benzo[d]imidazole). As a reaction SMILES: [CH2:1]([O:8][C:9]1[CH:16]=[C:15]([Br:17])[CH:14]=[C:13]([N+:18]([O-])=O)[C:10]=1[NH:11][CH3:12])[C:2]1[CH:7]=[CH:6][CH:5]=[CH:4][CH:3]=1.[CH2:21](O)C>C(O)=O.[Fe]>[CH2:1]([O:8][C:9]1[C:10]2[N:11]([CH3:21])[CH:12]=[N:18][C:13]=2[CH:14]=[C:15]([Br:17])[CH:16]=1)[C:2]1[CH:7]=[CH:6][CH:5]=[CH:4][CH:3]=1. Procedure details: To a solution of 2-(benzyloxy)-4-bromo-N-methyl-6-nitroaniline 2.50 (770 mg, 2.25 mmol) in ethanol (12 mL) and formic acid (15 mL) was added iron (630 mg, 11.27 mmol) and heated at 90° C. at 4 h and LCMS shows still lot of starting material present. 500 mg of iron was added and the mixture was heated at 90° C. overnight. The reaction mixture was concentrated, diluted with water and acidified to pH˜7 with sat'd NaHCO3 and then the aqueous layer was extracted with EtOAc (3×). Combined organic laye... Starting materials: ClC(C(=O)C1=CC=C2CN(C3=C(CN21)C=CC=C3)C(CSC3=CC=C(C=C3)Br)=O)(Cl)Cl (2,2,2-Trichloro-1-[10-{[(4-bromophenyl)thio]acetyl}-10,11-dihydro-5H-pyrrolo[2,1-c][1,4]benzodiazepine-3-yl]-ethanone), O1COC2=C1C=CC(=C2)CN (C-benzo[1,3]dioxol-5-yl-methylamine). Product: O1COC2=C1C=CC(=C2)CNC(=O)C2=CC=C1CN(C3=C(CN12)C=CC=C3)C(CSC3=CC=C(C=C3)Br)=O (N-(1,3-BENZODIOXOL-5-YLMETHYL)-10-{[(4-BROMOPHENYL)THIO]ACETYL}-10,11-DIHYDRO-5H-PYRROLO[2,1-C][1,4]BENZODIAZEPINE-3-CARBOXAMIDE). As a reaction SMILES: ClC(Cl)(Cl)[C:3]([C:5]1[N:14]2[C:8]([CH2:9][N:10]([C:19](=[O:29])[CH2:20][S:21][C:22]3[CH:27]=[CH:26][C:25]([Br:28])=[CH:24][CH:23]=3)[C:11]3[CH:18]=[CH:17][CH:16]=[CH:15][C:12]=3[CH2:13]2)=[CH:7][CH:6]=1)=[O:4].[O:32]1[C:36]2[CH:37]=[CH:38][C:39]([CH2:41][NH2:42])=[CH:40][C:35]=2[O:34][CH2:33]1>>[O:32]1[C:36]2[CH:37]=[CH:38][C:39]([CH2:41][NH:42][C:3]([C:5]3[N:14]4[C:8]([CH2:9][N:10]([C:19](=[O:29])[CH2:20][S:21][C:22]5[CH:23]=[CH:24][C:25]([Br:28])=[CH:26][CH:27]=5)[C:11]5[CH:18]=[CH:17][CH:16]=[CH:15][C:12]=5[CH2:13]4)=[CH:7][CH:6]=3)=[O:4])=[CH:40][C:35]=2[O:34][CH2:33]1. Reported procedure: The title compound was synthesized in the manner of Example 81 from 2,2,2-trichloro-1-[10-{[(4-bromophenyl)thio]acetyl}-10,11-dihydro-5H-pyrrolo[2,1-c][1,4]benzodiazepine-3-yl]-ethanone of Example 80 and C-benzo[1,3]dioxol-5-yl-methylamine, m.p. 154-155° C. MS [(+)ESI, m/z]: 590 [M+H]+ Anal. Calcd for C29H24BrN3O4S: C, 58.99; H, 4.10; N, 7.12. Found: C, 58.96; H, 4.26; N, 7.03. Product: CCCCC1(C)CN(C(=O)Nc2ccc(Br)cc2)N=C1c1ccc(F)cc1. RXN SMILES: [Br:13][c:14]1[cH:15][cH:16][c:17]([NH:20][C:21](=[O:22])[N:23]2[N:24]=[C:25]([c:29]3[cH:30][cH:31][c:32]([F:35])[cH:33][cH:34]3)[CH:26]([CH3:28])[CH2:27]2)[cH:18][cH:19]1.[Br:36][c:37]1[cH:38][cH:39][c:40]([N:41]=[C:42]=[O:43])[cH:44][cH:45]1.[CH2:8]([CH2:9][CH2:10][CH3:11])[Li:12].[CH3:56][CH2:57][CH2:58][CH2:59][CH2:60][CH3:61].[CH3:62][C:63](=[O:64])[OH:65].[CH:1]([NH:2][CH:3]([CH3:4])[CH3:5])([CH3:6])[CH3:7].[I:46][CH2:47][CH2:48][CH2:49][CH3:50].[O:51]1[CH2:52][CH2:53][CH2:54][CH2:55]1>>[CH2:8]([CH2:9][CH2:10][CH3:11])[C:26]1([CH3:28])[C:25]([c:29]2[cH:30][cH:31][c:32]([F:35])[cH:33][cH:34]2)=[N:24][N:23]([C:21]([NH:20][c:17]2[cH:16][cH:15][c:14]([Br:13])[cH:19][cH:18]2)=[O:22])[CH2:27]1. The reactants are CC1CN(C(=O)Nc2ccc(Br)cc2)N=C1c1ccc(F)cc1, O=C=Nc1ccc(Br)cc1, [Li]CCCC, CCCCCC, CC(=O)O, CC(C)NC(C)C, CCCCI, C1CCOC1. Reactants: Cl.COC(C(N)CC1=CNC2=CC=CC=C12)=O (DL-tryptophan methyl ester hydrochloride), CCCCC=O (n-valeraldehyde). Run in CO (methanol). The product is Cl.C(CCC)[C@@H]1N[C@@H](CC=2C3=CC=CC=C3NC12)C(=O)OC (methyl (1RS, 3RS)-cis-1-butyl-1,2,3,4-tetrahydro-β-carboline-3-carboxylate hydrochloride). The yield is 53.0%. As a reaction SMILES: [ClH:1].[CH3:2][O:3][C:4](=[O:17])[CH:5]([CH2:7][C:8]1[C:16]2[C:11](=[CH:12][CH:13]=[CH:14][CH:15]=2)[NH:10][CH:9]=1)[NH2:6].[CH3:18][CH2:19][CH2:20][CH2:21][CH:22]=O>CO>[ClH:1].[CH2:19]([C@H:18]1[C:9]2[NH:10][C:11]3[C:16](=[CH:15][CH:14]=[CH:13][CH:12]=3)[C:8]=2[CH2:7][C@@H:5]([C:4]([O:3][CH3:2])=[O:17])[NH:6]1)[CH2:20][CH2:21][CH3:22] |f:0.1,4.5|. Reported procedure: A mixture of DL-tryptophan methyl ester hydrochloride (30.49 g), n-valeraldehyde (12.4 g) and methanol (400 ml) is refluxed for 48 hours and then concentrated to about 1/5 volume. After cooling, the precipitates are separated by filtration and recrystallized from methanol to give methyl (1RS, 3RS)-cis-1-butyl-1,2,3,4-tetrahydro-β-carboline-3-carboxylate hydrochloride (20.5 g, 53%), m.p. 218° C. (decomp.) The hydrochloride thus obtained is treated with aqueous ammonia and recrystallized from diis...